This data is from the Open Reaction Database (ORD), a public repository of structured organic reaction records. The task is: describe an organic reaction: reactants, conditions, products, and yield Reactants: C(C)(=O)NC(C(=O)NC(C)(C)C)(CCC=C)[C@H]1CNCC1 (2-acetamido-N-tert-butyl-2-[(3R)-pyrrolidin-3-yl]hex-5-enamide), FC1=CC=C(C=O)C=C1 (4-fluorobenzaldehyde), C(C)(=O)O (acetic acid), C(Cl)Cl (methylene chloride), C(C)(=O)O[BH-](OC(C)=O)OC(C)=O.[Na+] (sodium triacetoxyborohydride). Conditions: time 8 hour. Product: C(C)(=O)NC(C(=O)NC(C)(C)C)(CCC=C)[C@H]1CN(CC1)CC1=CC=C(C=C1)F (2-acetamido-N-tert-butyl-2-((R)-1-(4-fluorobenzyl)pyrrolidin-3-yl)hex-5-enamide). Isolated yield 89.6%. RXN SMILES: [C:1]([NH:4][C:5]([C@@H:17]1[CH2:21][CH2:20][NH:19][CH2:18]1)([CH2:13][CH2:14][CH:15]=[CH2:16])[C:6]([NH:8][C:9]([CH3:12])([CH3:11])[CH3:10])=[O:7])(=[O:3])[CH3:2].[F:22][C:23]1[CH:30]=[CH:29][C:26]([CH:27]=O)=[CH:25][CH:24]=1.C(O)(=O)C.C(Cl)Cl.C(O[BH-](OC(=O)C)OC(=O)C)(=O)C.[Na+]>>[C:1]([NH:4][C:5]([C@@H:17]1[CH2:21][CH2:20][N:19]([CH2:27][C:26]2[CH:29]=[CH:30][C:23]([F:22])=[CH:24][CH:25]=2)[CH2:18]1)([CH2:13][CH2:14][CH:15]=[CH2:16])[C:6]([NH:8][C:9]([CH3:11])([CH3:12])[CH3:10])=[O:7])(=[O:3])[CH3:2] |f:4.5|. Reported procedure: A solution of 2-acetamido-N-tert-butyl-2-[(3R)-pyrrolidin-3-yl]hex-5-enamide (315 mg, 1.07 mmol), 4-fluorobenzaldehyde (140 uL, 1.3 mmol) and acetic acid (60 uL, 1 mmol) in methylene chloride (10 mL, 200 mmol) was stirred for 10 minutes prior to the addition of sodium triacetoxyborohydride (377 mg, 1.78 mmol) in a single portion. After stirring at room temperature overnight, the reaction was quenched with 1 N NaOH (10 mL). The organic layer thus obtained was separated and the aqueous layer furth...